describe an organic reaction: reactants, conditions, products, and yield From a dataset of the Open Reaction Database (ORD), a public repository of structured organic reaction records. Product: C(=O)(O)C(C(=O)N1[C@H](C(=O)O)C[C@@H](O)C1)C (1-(2-carboxypropanoyl)-L-hydroxyproline). As a reaction SMILES: C([O:3][C:4]([CH:6]([CH3:18])[C:7]([N:9]1[CH2:17][C@H:15]([OH:16])[CH2:14][C@H:10]1[C:11]([OH:13])=[O:12])=[O:8])=[O:5])C>CO.[OH-].[Na+]>[C:4]([CH:6]([CH3:18])[C:7]([N:9]1[CH2:17][C@H:15]([OH:16])[CH2:14][C@H:10]1[C:11]([OH:13])=[O:12])=[O:8])([OH:5])=[O:3] |f:2.3|. Reported procedure: 1-(2-Ethoxycarbonylpropanoyl)-L-hydroxyproline is dissolved in a mixture of methanol (20 ml.) and N sodium hydroxide (20 ml.). After 6 hours the solvent is concentrated in vacuo to half volume and applied to a column of resin Dowex 50 (50 ml.) and eluted with water to obtain 1-(2-carboxypropanoyl)-L-hydroxyproline. The solvent is CO (methanol), [OH-].[Na+] (sodium hydroxide). Starting materials: C(C)OC(=O)C(C(=O)N1[C@H](C(=O)O)C[C@@H](O)C1)C (1-(2-Ethoxycarbonylpropanoyl)-L-hydroxyproline).